From a dataset of the Open Reaction Database (ORD), a public repository of structured organic reaction records. describe an organic reaction: reactants, conditions, products, and yield Starting materials: Cl.NC12C3C4C5(C3C1C5C24)N (1,4-diaminocubane hydrochloride), O (water), S(=O)(=O)([O-])OOS(=O)(=O)[O-].[K+].[K+] (Potassium monopersulfate), C(=O)(O)[O-].[Na+] (NaHCO3), C(C)#N (acetonitrile), O (water). Solvent: CC(=O)C (acetone). Conditions: temperature 0 celsius, time 1 hour. Yields the product [N+](=O)([O-])C12C3C4C5C3C1C5C24 (Nitrocubane). RXN SMILES: S(OOS([O-])(=O)=O)([O-])(=O)=O.[K+].[K+].C([O-])(O)=[O:14].[Na+].C(#N)C.Cl.[NH2:22][C:23]12[CH:30]3[CH:25]4[C:26]5(N)[CH:29]3[CH:28]1[CH:27]5[CH:24]24.[OH2:32]>CC(C)=O>[N+:22]([C:23]12[CH:30]3[CH:25]4[CH:26]5[CH:29]3[CH:28]1[CH:27]5[CH:24]24)([O-:14])=[O:32] |f:0.1.2,3.4,6.7|. Reported procedure: Potassium monopersulfate (3.0 g), NaHCO3 (1.0 g), water (20 ml), and acetonitrile, (20 ml) were mixed together to form a first solution. A second solution of 1,4-diaminocubane hydrochloride in water, 100 mg in 25 ml, was slowly added to the first solution and the solution was cooled to 0 degrees C. Then, ozone was slowly bubbled through the solution. The reaction mixture turned milky white after one hour. The ozone was stopped and the mixture was stirred overnight. The reaction product was filte...